Dataset: the Open Reaction Database (ORD), a public repository of structured organic reaction records. Task: describe an organic reaction: reactants, conditions, products, and yield The reactants are C1CCC2=NCCCN2CC1, C1CCOC1, CO, O=C(OCC(Cl)(Cl)Cl)N1CCC1c1ccc(Cl)cc1CO, [Na+], [OH-], O, c1ccc(P(c2ccccc2)c2ccccc2)cc1. Product: NCc1cc(Cl)ccc1C1CCN1C(=O)OCC(Cl)(Cl)Cl. Reaction SMILES: [CH2:1]1[CH2:2][CH2:3][C:5]2=[N:9][CH2:8][CH2:7][CH2:6][N:4]2[CH2:10][CH2:11]1.[CH2:54]1[O:55][CH2:56][CH2:57][CH2:58]1.[CH3:60][OH:61].[Cl:12][c:13]1[cH:14][c:15]([CH2:31][OH:32])[c:16]([CH:19]2[N:20]([C:23](=[O:24])[O:25][CH2:26][C:27]([Cl:28])([Cl:29])[Cl:30])[CH2:21][CH2:22]2)[cH:17][cH:18]1.[Na+:53].[OH-:52].[OH2:59].[c:33]1([P:34]([c:35]2[cH:36][cH:37][cH:38][cH:39][cH:40]2)[c:41]2[cH:42][cH:43][cH:44][cH:45][cH:46]2)[cH:47][cH:48][cH:49][cH:50][cH:51]1>>[NH2:4][CH2:31][c:15]1[cH:14][c:13]([Cl:12])[cH:18][cH:17][c:16]1[CH:19]1[N:20]([C:23](=[O:24])[O:25][CH2:26][C:27]([Cl:28])([Cl:29])[Cl:30])[CH2:21][CH2:22]1. Reactants: COC=1C=CC2=C(SC(=C2C(C2=CC=C(C=C2)O)=O)C2=CC=C(C=C2)OC)C1 (6-Methoxy-2-(4-methoxyphenyl)-3-(4-hydroxybenzoyl)benzo[b]thiophene), CCOC(=O)/N=N/C(=O)OCC (DEAD), OC1CCN(CC1)CCCCCC (4-hydroxy-1-hexylpiperidine), C1(=CC=CC=C1)P(C1=CC=CC=C1)C1=CC=CC=C1 (triphenylphosphine). The product is COC=1C=CC2=C(SC(=C2C(C2=CC=C(C=C2)OC2CCN(CC2)CCCCCC)=O)C2=CC=C(C=C2)OC)C1 (6-Methoxy-2-(4-Methoxyphenyl)-3-(4-[1-Hexylpiperidin-4-oxy]benzoyl)benzo[b]thiophene). Isolated yield 50.9%. As a reaction SMILES: [CH3:1][O:2][C:3]1[CH:4]=[CH:5][C:6]2[C:10]([C:11](=[O:19])[C:12]3[CH:17]=[CH:16][C:15]([OH:18])=[CH:14][CH:13]=3)=[C:9]([C:20]3[CH:25]=[CH:24][C:23]([O:26][CH3:27])=[CH:22][CH:21]=3)[S:8][C:7]=2[CH:28]=1.O[CH:30]1[CH2:35][CH2:34][N:33]([CH2:36][CH2:37][CH2:38][CH2:39][CH2:40][CH3:41])[CH2:32][CH2:31]1.C1(P(C2C=CC=CC=2)C2C=CC=CC=2)C=CC=CC=1.CCOC(/N=N/C(OCC)=O)=O>>[CH3:1][O:2][C:3]1[CH:4]=[CH:5][C:6]2[C:10]([C:11](=[O:19])[C:12]3[CH:13]=[CH:14][C:15]([O:18][CH:30]4[CH2:31][CH2:32][N:33]([CH2:36][CH2:37][CH2:38][CH2:39][CH2:40][CH3:41])[CH2:34][CH2:35]4)=[CH:16][CH:17]=3)=[C:9]([C:20]3[CH:25]=[CH:24][C:23]([O:26][CH3:27])=[CH:22][CH:21]=3)[S:8][C:7]=2[CH:28]=1. Procedure details: 6-Methoxy-2-(4-methoxyphenyl)-3-(4-hydroxybenzoyl)benzo[b]thiophene (895 mg, 2.30 mmol), 4-hydroxy-1-hexylpiperidine (850 mg, 4.59 mmol), triphenylphosphine (1.20 g, 4.59 mmol), and DEAD (4.59 mmol) were converted to product by the procedure of Example 1 to give 653 mg of the title compound. Yield: 51%. MS(FD) 557(M+). EA calculated for C34H39NO4S: C, 73.21; H, 7.05; N, 2.51. Found: C, 73.46; H, 7.26; N, 2.57. Starting materials: O=C([O-])[O-], COC(=O)c1ccc(S(=O)(=O)NC(C(=O)OC(C)(C)C)C(C)C)cc1, CN(C)C=O, Cl, [Cs+], [Cs+], ClCc1cccnc1. Product: COC(=O)c1ccc(S(=O)(=O)N(Cc2cccnc2)C(C(=O)OC(C)(C)C)C(C)C)cc1. RXN SMILES: [C:26](=[O:27])([O-:28])[O-:29].[CH3:1][O:2][C:3]([c:4]1[cH:5][cH:6][c:7]([S:10]([NH:11][CH:12]([CH:13]([CH3:14])[CH3:15])[C:16](=[O:17])[O:18][C:19]([CH3:20])([CH3:21])[CH3:22])(=[O:23])=[O:24])[cH:8][cH:9]1)=[O:25].[CH3:41][N:42]([CH3:43])[CH:44]=[O:45].[ClH:32].[Cs+:30].[Cs+:31].[cH:33]1[c:34]([CH2:39][Cl:40])[cH:35][cH:36][cH:37][n:38]1>>[CH3:1][O:2][C:3]([c:4]1[cH:5][cH:6][c:7]([S:10]([N:11]([CH:12]([CH:13]([CH3:14])[CH3:15])[C:16](=[O:17])[O:18][C:19]([CH3:20])([CH3:21])[CH3:22])[CH2:39][c:34]2[cH:33][n:38][cH:37][cH:36][cH:35]2)(=[O:23])=[O:24])[cH:8][cH:9]1)=[O:25].